Dataset: the Open Reaction Database (ORD), a public repository of structured organic reaction records. Task: describe an organic reaction: reactants, conditions, products, and yield Starting materials: ClC1=NC=NC(=C1C)Cl (4,6-dichloro-5-methylpyrimidine), NC1=CC=CC=C1 (aniline), Cl (hydrochloric acid). The solvent is C(C)(C)O (isopropanol). Yields the product ClC1=C(C(=NC=N1)NC1=CC=CC=C1)C (6-chloro-5-methyl-N-phenylpyrimidin-4-amine). Yield: 85.1%. Reaction SMILES: Cl[C:2]1[C:7]([CH3:8])=[C:6]([Cl:9])[N:5]=[CH:4][N:3]=1.[NH2:10][C:11]1[CH:16]=[CH:15][CH:14]=[CH:13][CH:12]=1.Cl>C(O)(C)C>[Cl:9][C:6]1[N:5]=[CH:4][N:3]=[C:2]([NH:10][C:11]2[CH:16]=[CH:15][CH:14]=[CH:13][CH:12]=2)[C:7]=1[CH3:8]. Procedure: To a mixture of 4,6-dichloro-5-methylpyrimidine (2.27 g, 13.9 mmol) and aniline (1.0 g, 10.7 mmol) in isopropanol (15 mL) was added concentrated aqueous hydrochloric acid (1.5 mL) and heated to reflux for 2.5 h. The mixture was then concentrated and the residue triturated with ethyl acetate:isopropanol 4:1. The solid was collected by filtration and washed with additional ethyl acetate:isopropanol 4:1 then dried to give 6-chloro-5-methyl-N-phenylpyrimidin-4-amine (2.0 g, 67% yield). 1H NMR (400 M... The reactants are C(C1=CC=CC=C1)=NC1=CC=C(C=C1)S(N)(=O)=O (N-benzylidene-4-sulfamoylaniline), C[Si](C)(C)C#N (trimethylsilyl cyanide). The product is C1(=CC=CC=C1)C(C#N)NC1=CC=C(C=C1)S(N)(=O)=O (α-Phenyl-α-(4-sulfamoylanilino)acetonitrile), powder. The yield is 96.0%. RXN SMILES: [CH:1](=[N:8][C:9]1[CH:14]=[CH:13][C:12]([S:15](=[O:18])(=[O:17])[NH2:16])=[CH:11][CH:10]=1)[C:2]1[CH:7]=[CH:6][CH:5]=[CH:4][CH:3]=1.C[Si]([C:23]#[N:24])(C)C>>[C:2]1([CH:1]([NH:8][C:9]2[CH:14]=[CH:13][C:12]([S:15](=[O:18])(=[O:17])[NH2:16])=[CH:11][CH:10]=2)[C:23]#[N:24])[CH:3]=[CH:4][CH:5]=[CH:6][CH:7]=1. Procedure: Following a procedure similar to that described in Example 1(ii), but using N-benzylidene-4-sulfamoylaniline [prepared as described in step (i) above] and trimethylsilyl cyanide as starting materials, the title compound was obtained as a slightly yellow powder (yield 96%). Yields the product CCCN(C1CCN(C(=O)OC(C)(C)C)CC1)C1CCc2ccc(Br)cc2C1. Starting materials: CC(C)(C)OC(=O)N1CCC(NC2CCc3ccc(Br)cc3C2)CC1, CC(=O)O[BH-](OC(C)=O)OC(C)=O, CCC=O, CC(Cl)Cl, [Na+]. RXN SMILES: [C:1]([CH3:2])([CH3:3])([CH3:4])[O:5][C:6](=[O:7])[N:8]1[CH2:9][CH2:10][CH:11]([NH:14][CH:15]2[CH2:16][c:17]3[cH:18][c:19]([Br:25])[cH:20][cH:21][c:22]3[CH2:23][CH2:24]2)[CH2:12][CH2:13]1.[C:30]([O:31][BH-:32]([O:33][C:34](=[O:35])[CH3:36])[O:37][C:38](=[O:39])[CH3:40])(=[O:41])[CH3:42].[CH:26]([CH2:27][CH3:28])=[O:29].[Cl:44][CH:45]([Cl:46])[CH3:47].[Na+:43]>>[C:1]([CH3:2])([CH3:3])([CH3:4])[O:5][C:6](=[O:7])[N:8]1[CH2:9][CH2:10][CH:11]([N:14]([CH:15]2[CH2:16][c:17]3[cH:18][c:19]([Br:25])[cH:20][cH:21][c:22]3[CH2:23][CH2:24]2)[CH2:26][CH2:27][CH3:28])[CH2:12][CH2:13]1. Starting materials: NCC(O)C=1C=CC(=C(C1)NS(=O)(=O)C)O (N-[5-(2-Amino-1-hydroxy-ethyl)-2-hydroxy-phenyl]-methanesulfonamide), C(C1=CC=CC=C1)NS(=O)(=O)C1=CC=C(C=C1)N1CCC(CC1)=O (N-benzyl-4-(4-oxo-piperidin-1-yl)-benzenesulfonamide). Yields the product C(C1=CC=CC=C1)NS(=O)(=O)C1=CC=C(C=C1)N1CCC(CC1)NCC(C1=CC(=C(C=C1)O)NS(=O)(=O)C)O (N-Benzyl-4-{4-[2-hydroxy-2-(4-hydroxy-3-methanesulfonylamino-phenyl)-ethylamino]-piperidin-1-yl}-benzenesulfonamide). Reaction SMILES: [NH2:1][CH2:2][CH:3]([C:5]1[CH:6]=[CH:7][C:8]([OH:16])=[C:9]([NH:11][S:12]([CH3:15])(=[O:14])=[O:13])[CH:10]=1)[OH:4].[CH2:17]([NH:24][S:25]([C:28]1[CH:33]=[CH:32][C:31]([N:34]2[CH2:39][CH2:38][C:37](=O)[CH2:36][CH2:35]2)=[CH:30][CH:29]=1)(=[O:27])=[O:26])[C:18]1[CH:23]=[CH:22][CH:21]=[CH:20][CH:19]=1>>[CH2:17]([NH:24][S:25]([C:28]1[CH:33]=[CH:32][C:31]([N:34]2[CH2:39][CH2:38][CH:37]([NH:1][CH2:2][CH:3]([OH:4])[C:5]3[CH:6]=[CH:7][C:8]([OH:16])=[C:9]([NH:11][S:12]([CH3:15])(=[O:14])=[O:13])[CH:10]=3)[CH2:36][CH2:35]2)=[CH:30][CH:29]=1)(=[O:26])=[O:27])[C:18]1[CH:19]=[CH:20][CH:21]=[CH:22][CH:23]=1. Reported procedure: The title compound was prepared from N-[5-(2-Amino-1-hydroxy-ethyl)-2-hydroxy-phenyl]-methanesulfonamide and Reference Example 70, N-benzyl-4-(4-oxo-piperidin-1-yl)-benzenesulfonamide, according to the procedure of Example 1 as an off-white solid. 1H NMR (DMSO) δ 1.33 (m, 2H), 1.86 (m, 2H), 2.67(m, 3H), 2.89(s, 3H), 2.99(m, 2H), 3.69(m, 2H), 3.85(s, 2H), 4.49(m, 1H), 6.83 (d, 1H, J=6.0 Hz), 7.00(m, 2H), 7.19 (s, 1H), 7.24 (m, 6H), 7.56 (d, 2H, J=6.6 Hz); MS (ES) m/z: 575.1 (MH+); HRMS for C27H34... The product is CSc1nc(C)c(CCO)c(=O)[nH]1. The reactants are C[O-], CO, CI, [Na+], Cc1nc(S)[nH]c(=O)c1CCO. Reaction SMILES: [CH3:13][O-:14].[CH3:18][OH:19].[I:16][CH3:17].[Na+:15].[OH:1][CH2:2][CH2:3][c:4]1[c:5](=[O:12])[nH:6][c:7]([SH:11])[n:8][c:9]1[CH3:10]>>[OH:1][CH2:2][CH2:3][c:4]1[c:5](=[O:12])[nH:6][c:7]([S:11][CH3:13])[n:8][c:9]1[CH3:10].